From a dataset of the Open Reaction Database (ORD), a public repository of structured organic reaction records. describe an organic reaction: reactants, conditions, products, and yield Starting materials: CO, C1CCOC1, O=C(CCc1ccccc1)Nc1cc(C(=O)NNC(=O)OCc2ccccc2)ccn1. Product: NNC(=O)c1ccnc(NC(=O)CCc2ccccc2)c1. RXN SMILES: [CH3:32][OH:33].[O:34]1[CH2:35][CH2:36][CH2:37][CH2:38]1.[c:1]1([CH2:7][CH2:8][C:9](=[O:10])[NH:11][c:12]2[cH:13][c:14]([C:15](=[O:16])[NH:17][NH:18][C:19]([O:20][CH2:21][c:22]3[cH:23][cH:24][cH:25][cH:26][cH:27]3)=[O:28])[cH:29][cH:30][n:31]2)[cH:2][cH:3][cH:4][cH:5][cH:6]1>>[c:1]1([CH2:7][CH2:8][C:9](=[O:10])[NH:11][c:12]2[cH:13][c:14]([C:15](=[O:16])[NH:17][NH2:18])[cH:29][cH:30][n:31]2)[cH:2][cH:3][cH:4][cH:5][cH:6]1.